From a dataset of the Open Reaction Database (ORD), a public repository of structured organic reaction records. describe an organic reaction: reactants, conditions, products, and yield As a reaction SMILES: [CH3:30][N:31]([CH3:32])[CH:33]=[O:34].[CH3:35][CH2:36][O:37][C:38](=[O:39])[CH3:40].[CH:19]([CH3:20])([CH3:21])[Si:22]([CH:23]([CH3:24])[CH3:25])([CH:26]([CH3:27])[CH3:28])[Cl:29].[NH2:1][CH2:2][CH2:3][c:4]1[cH:5][nH:6][c:7]2[cH:8][cH:9][c:10]([OH:13])[cH:11][c:12]12.[nH:14]1[cH:15][cH:16][n:17][cH:18]1>>[NH2:1][CH2:2][CH2:3][c:4]1[cH:5][nH:6][c:7]2[cH:8][cH:9][c:10]([O:13][Si:22]([CH:19]([CH3:20])[CH3:21])([CH:23]([CH3:24])[CH3:25])[CH:26]([CH3:27])[CH3:28])[cH:11][c:12]12. Starting materials: CN(C)C=O, CCOC(C)=O, CC(C)[Si](Cl)(C(C)C)C(C)C, NCCc1c[nH]c2ccc(O)cc12, c1c[nH]cn1. Product: CC(C)[Si](Oc1ccc2[nH]cc(CCN)c2c1)(C(C)C)C(C)C. Starting materials: CC1=NN(C(=C1)N)C1=NC=CC=C1 (3-methyl-1-(2-pyridinyl)-1H-pyrazol-5-amine), C(CC(=O)C)(=O)OCC (ethyl acetoacetate), C(C)(=O)OCC (ethyl acetate). Solvent: C(C)(=O)O (acetic acid). Yields the product CC1=NN(C2=NC(=CC(=C21)C)O)C2=NC=CC=C2 (3,4-Dimethyl-1-(2-pyridinyl)-1H-pyrazolo[3,4-b]pyridin-6-ol). Isolated yield 63.1%. As a reaction SMILES: [CH3:1][C:2]1[CH:6]=[C:5]([NH2:7])[N:4]([C:8]2[CH:13]=[CH:12][CH:11]=[CH:10][N:9]=2)[N:3]=1.[C:14](OCC)(=[O:19])[CH2:15][C:16]([CH3:18])=O.C(OCC)(=O)C>C(O)(=O)C>[CH3:1][C:2]1[C:6]2[C:5](=[N:7][C:14]([OH:19])=[CH:15][C:16]=2[CH3:18])[N:4]([C:8]2[CH:13]=[CH:12][CH:11]=[CH:10][N:9]=2)[N:3]=1. Procedure: A solution of 3-methyl-1-(2-pyridinyl)-1H-pyrazol-5-amine (5.1 g, 29 mmol) and ethyl acetoacetate (3.8 g, 30 mmol) in acetic acid (14 mL) was stirred at 100° C. for 4 hours. The solution was cooled to room temperature and ethyl acetate was added thereto. The resulting crude crystals were collected by filtration, and recrystallized from ethanol to give the title compound (4.4 g, 62% yield). Reactants: CO, O=C(CN1C(=O)CS(=O)(=O)CC1c1cc(F)cc(F)c1)OCc1ccccc1. The product is O=C(O)CN1C(=O)CS(=O)(=O)CC1c1cc(F)cc(F)c1. Reaction SMILES: [CH3:29][OH:30].[F:1][c:2]1[cH:3][c:4]([CH:9]2[CH2:10][S:11](=[O:27])(=[O:28])[CH2:12][C:13](=[O:26])[N:14]2[CH2:15][C:16](=[O:17])[O:18][CH2:19][c:20]2[cH:21][cH:22][cH:23][cH:24][cH:25]2)[cH:5][c:6]([F:8])[cH:7]1>>[F:1][c:2]1[cH:3][c:4]([CH:9]2[CH2:10][S:11](=[O:27])(=[O:28])[CH2:12][C:13](=[O:26])[N:14]2[CH2:15][C:16](=[O:17])[OH:18])[cH:5][c:6]([F:8])[cH:7]1. As a reaction SMILES: [CH2:15]([N:16]([CH2:17][CH3:18])[c:19]1[cH:20][cH:21][cH:22][cH:23][cH:24]1)[CH3:25].[CH3:1][O:2][C:3]([c:4]1[cH:5][c:6]([O:10][CH2:11][C:12]#[CH:13])[cH:7][cH:8][cH:9]1)=[O:14]>>[CH3:1][O:2][C:3]([c:4]1[c:5]2[c:6]([cH:7][cH:8][cH:9]1)[O:10][CH2:11][CH:12]=[CH:13]2)=[O:14]. The reactants are CCN(CC)c1ccccc1, C#CCOc1cccc(C(=O)OC)c1. The product is COC(=O)c1cccc2c1C=CCO2. Starting materials: C1C(C2=CC=CC=C2)O1 (styrene oxide), S (H2S), [OH-].[Na+] (NaOH), [OH-].[Na+] (NaOH), [OH-].[Na+].CO (NaOH methanol). The solvent is CO (methanol), CO (methanol), CO (methanol). Conditions: temperature 100 celsius, time 1 hour. Yields the product SCC(O)C1=CC=CC=C1 (1-mercapto-2-phenyl-2-ethanol). As a reaction SMILES: [CH2:1]1[O:9][CH:2]1[C:3]1[CH:8]=[CH:7][CH:6]=[CH:5][CH:4]=1.[SH2:10].[OH-].[Na+].[OH-].[Na+].CO>CO>[SH:10][CH2:1][CH:2]([C:3]1[CH:8]=[CH:7][CH:6]=[CH:5][CH:4]=1)[OH:9] |f:2.3,4.5.6|. Reported procedure: 1-mercapto-2-phenyl-2-ethanol was prepared from 1000 grams of styrene oxide, 567 grams of H2S and 10 mL of a 20 weight % NaOH solution in methanol. These reactants were pumped into a 1 gallon autoclave reactor and heated from 28° C. to 59° C. during a 1-hour period while the pressure rose from about 350 psig to about 500 psig. At the end of the 1-hour period an additional 20 mL of the NaOH in methanol solution was charged to the autoclave and the reaction mixture was reheated to about 60° C. (at... Reactants: Cc1ccc(-c2ccccc2OCCN2CCCC2)cc1N1CCN(C(=O)OC(C)(C)C)CC1, ClCCl, O=C(O)C(F)(F)F. Product: O=C(O)C(F)(F)F, Cc1ccc(-c2ccccc2OCCN2CCCC2)cc1N1CCNCC1. As a reaction SMILES: [C:1]([O:2][C:3](=[O:4])[N:8]1[CH2:9][CH2:10][N:11]([c:14]2[cH:15][c:16](-[c:21]3[c:22]([O:27][CH2:28][CH2:29][N:30]4[CH2:31][CH2:32][CH2:33][CH2:34]4)[cH:23][cH:24][cH:25][cH:26]3)[cH:17][cH:18][c:19]2[CH3:20])[CH2:12][CH2:13]1)([CH3:5])([CH3:6])[CH3:7].[Cl:42][CH2:43][Cl:44].[F:35][C:36]([C:37](=[O:38])[OH:39])([F:40])[F:41]>>[F:35][C:36]([C:37](=[O:38])[OH:39])([F:40])[F:41].[NH:8]1[CH2:9][CH2:10][N:11]([c:14]2[cH:15][c:16](-[c:21]3[c:22]([O:27][CH2:28][CH2:29][N:30]4[CH2:31][CH2:32][CH2:33][CH2:34]4)[cH:23][cH:24][cH:25][cH:26]3)[cH:17][cH:18][c:19]2[CH3:20])[CH2:12][CH2:13]1. Reactants: C12(CC3(CC(CC(C1)C3)C2)O)O (1,3-adamantanediol), C12(CC3(CC(CC(C1)C3)C2)O)O (1,3-adamantanediol), ON1C(C=2C(C1=O)=CC=CC2)=O (N-hydroxyphthalimide), Co(AA)2, C(C)(=O)O (acetic acid). Reaction conditions: temperature 95 celsius, time 6 hour. Product: C12(CC3(CC(CC(C1)C3)(C2)O)O)O (1,3,5-adamantanetriol), C12(CC3(CC(CC(C1)(C3)O)(C2)O)O)O (1,3,5,7-adamantanetetraol). Isolated yield 62.0%. RXN SMILES: [C:1]12([OH:12])[CH2:10][CH:5]3[CH2:6][CH:7]([CH2:9][C:3]([OH:11])([CH2:4]3)[CH2:2]1)[CH2:8]2.[OH:13]N1C(=O)C2=CC=CC=C2C1=O.[C:25]([OH:28])(=O)[CH3:26]>>[C:5]12([OH:13])[CH2:10][C:1]3([OH:12])[CH2:8][CH:7]([CH2:9][C:3]([OH:11])([CH2:2]3)[CH2:4]1)[CH2:6]2.[C:25]12([OH:28])[CH2:26][C:7]3([OH:13])[CH2:8][C:1]([OH:12])([CH2:2][C:3]([OH:11])([CH2:9]3)[CH2:4]1)[CH2:10]2. Reported procedure: A mixture of 1.68 grams (10 millimoles) of 1,3-adamantanediol, 0.13 gram (0.8 millimole) of N-hydroxyphthalimide, 0.015 gram (0.06 millimole) of Co(AA)2 and 25 milliliters of acetic acid was stirred under an oxygen atmosphere at a temperature of 95° C. for 6 hours. Thus, 1,3-adamantanediol was transformed, with a transformation rate of 99%, into 1,3,5-adamantanetriol (selectivity for 1,3-adamantanediol 37%, yield 37%) and 1,3,5,7-adamantanetetraol (selectivity for 1,3-adamantanediol 62%, yield 6... The reactants are CO, Clc1cccc2cc[nH]c12, Cl, [K+], O=C1CCNCC1, [OH-], O, O. The product is Clc1cccc2c(C3=CCNCC3)c[nH]c12. Reaction SMILES: [CH3:22][OH:23].[Cl:3][c:4]1[cH:5][cH:6][cH:7][c:8]2[cH:9][cH:10][nH:11][c:12]12.[ClH:14].[K+:2].[NH:15]1[CH2:16][CH2:17][C:18](=[O:21])[CH2:19][CH2:20]1.[OH-:1].[OH2:13].[OH2:24]>>[Cl:3][c:4]1[cH:5][cH:6][cH:7][c:8]2[c:9]([C:18]3=[CH:17][CH2:16][NH:15][CH2:20][CH2:19]3)[cH:10][nH:11][c:12]12. The reactants are CO, Nc1ncnc2c1nc(C#Cc1cccnc1)n2CCO. The product is Nc1ncnc2c1nc(CCc1cccnc1)n2CCO. As a reaction SMILES: [CH3:22][OH:23].[NH2:1][c:2]1[c:3]2[n:4][c:5]([C:14]#[C:15][c:16]3[cH:17][n:18][cH:19][cH:20][cH:21]3)[n:6]([CH2:11][CH2:12][OH:13])[c:7]2[n:8][cH:9][n:10]1>>[NH2:1][c:2]1[c:3]2[n:4][c:5]([CH2:14][CH2:15][c:16]3[cH:17][n:18][cH:19][cH:20][cH:21]3)[n:6]([CH2:11][CH2:12][OH:13])[c:7]2[n:8][cH:9][n:10]1. Reactants: ClCCl, N#CCCCn1c(CO)nc2ccccc21, O=S(Cl)Cl. Product: N#CCCCn1c(CCl)nc2ccccc21. As a reaction SMILES: [Cl:21][CH2:22][Cl:23].[OH:1][CH2:2][c:3]1[n:4][c:5]2[c:6]([n:7]1[CH2:8][CH2:9][CH2:10][C:11]#[N:12])[cH:13][cH:14][cH:15][cH:16]2.[S:17]([Cl:18])([Cl:19])=[O:20]>>[CH2:2]([c:3]1[n:4][c:5]2[c:6]([n:7]1[CH2:8][CH2:9][CH2:10][C:11]#[N:12])[cH:13][cH:14][cH:15][cH:16]2)[Cl:19].